This data is from the Open Reaction Database (ORD), a public repository of structured organic reaction records. The task is: describe an organic reaction: reactants, conditions, products, and yield Reactants: C1CCOC1, COc1ccc(S(=O)(=O)Cl)cc1, CCN(C(C)C)C(C)C, NN, O=C1c2ccccc2C(=O)N1OC1CCOC1. Yields the product COc1ccc(S(=O)(=O)NOC2CCOC2)cc1. RXN SMILES: [CH2:41]1[O:42][CH2:43][CH2:44][CH2:45]1.[CH3:20][O:21][c:22]1[cH:23][cH:24][c:25]([S:28](=[O:29])(=[O:30])[Cl:31])[cH:26][cH:27]1.[CH:32]([N:33]([CH:34]([CH3:35])[CH3:36])[CH2:37][CH3:38])([CH3:39])[CH3:40].[NH2:18][NH2:19].[O:1]1[CH2:2][CH:3]([O:6][N:7]2[C:8](=[O:9])[c:10]3[c:11]([cH:12][cH:13][cH:14][cH:15]3)[C:16]2=[O:17])[CH2:4][CH2:5]1>>[O:1]1[CH2:2][CH:3]([O:6][NH:7][S:28]([c:25]2[cH:24][cH:23][c:22]([O:21][CH3:20])[cH:27][cH:26]2)(=[O:29])=[O:30])[CH2:4][CH2:5]1.